From a dataset of the Open Reaction Database (ORD), a public repository of structured organic reaction records. describe an organic reaction: reactants, conditions, products, and yield The reactants are O=C(NCc1ccc(F)cc1)C1(CCCCBr)c2ccccc2-c2ccccc21, c1ccc2nc(N3CCNCC3)ncc2c1. Product: O=C(NCc1ccc(F)cc1)C1(CCCCN2CCN(c3ncc4ccccc4n3)CC2)c2ccccc2-c2ccccc21. As a reaction SMILES: [F:1][c:2]1[cH:3][cH:4][c:5]([CH2:6][NH:7][C:8](=[O:9])[C:10]2([CH2:23][CH2:24][CH2:25][CH2:26][Br:27])[c:11]3[cH:12][cH:13][cH:14][cH:15][c:16]3-[c:17]3[cH:18][cH:19][cH:20][cH:21][c:22]32)[cH:28][cH:29]1.[N:30]1([c:36]2[n:37][c:38]3[cH:39][cH:40][cH:41][cH:42][c:43]3[cH:44][n:45]2)[CH2:31][CH2:32][NH:33][CH2:34][CH2:35]1>>[F:1][c:2]1[cH:3][cH:4][c:5]([CH2:6][NH:7][C:8](=[O:9])[C:10]2([CH2:23][CH2:24][CH2:25][CH2:26][N:33]3[CH2:32][CH2:31][N:30]([c:36]4[n:37][c:38]5[cH:39][cH:40][cH:41][cH:42][c:43]5[cH:44][n:45]4)[CH2:35][CH2:34]3)[c:11]3[cH:12][cH:13][cH:14][cH:15][c:16]3-[c:17]3[cH:18][cH:19][cH:20][cH:21][c:22]32)[cH:28][cH:29]1. Starting materials: ClC1=C(C(=O)O)C=CC(=C1)Cl (2,4-dichlorobenzoic acid), C (charcoal), CC1=CC=C(C=C1)O (p-methylphenol), C([O-])([O-])=O.[K+].[K+] (potassium carbonate). The reagents and catalysts are [Cu] (copper). Run in O (water), CN(C=O)C (dimethylformamide). Product: CC1=CC=C(C=C1)OC1=C(C(=O)O)C=CC(=C1)Cl (2-(p-methylphenyloxy)-4-chlorobenzoic acid). RXN SMILES: Cl[C:2]1[CH:10]=[C:9]([Cl:11])[CH:8]=[CH:7][C:3]=1[C:4]([OH:6])=[O:5].[CH3:12][C:13]1[CH:18]=[CH:17][C:16]([OH:19])=[CH:15][CH:14]=1.C(=O)([O-])[O-].[K+].[K+].C>O.[Cu].CN(C)C=O>[CH3:12][C:13]1[CH:18]=[CH:17][C:16]([O:19][C:2]2[CH:10]=[C:9]([Cl:11])[CH:8]=[CH:7][C:3]=2[C:4]([OH:6])=[O:5])=[CH:15][CH:14]=1 |f:2.3.4|. Procedure: A mixture of 15 g. of 2,4-dichlorobenzoic acid, 10 g. of p-methylphenol, 0.5 g. of copper powder and 20 g. of anhydrous potassium carbonate in 200 ml. of dimethylformamide is heated to 165° C and maintained thereat with stirring and under a nitrogen atmosphere. After monitoring via tlc indicates the reaction is substantially complete, the reaction mixture is diluted with water, treated with charcoal, filtered and the clear filtrate acidified. The precipitate is isolated by suction filtration, wa... Starting materials: polypropylene glycol, CC=1C(=CC(=CC1)N=C=O)N=C=O (2,4-tolylene diisocyanate), C(C)(C)(C)C1=C(C(=CC(=C1)C)C(C)(C)C)O (2,6-di-t-butyl-4-methylphenol), OCCOC(C=C)=O (2-hydroxyethylacrylate). Run at time 1 hour. Product: C(C=C)(=O)O.NC(=O)OCC (urethane acrylate). Reaction SMILES: CC1C(N=C=O)=CC([N:8]=[C:9]=[O:10])=CC=1.C([C:18]1C=C(C)C=C(C(C)(C)C)[C:19]=1[OH:29])(C)(C)C.OCC[O:33][C:34](=[O:37])[CH:35]=[CH2:36]>>[C:34]([OH:37])(=[O:33])[CH:35]=[CH2:36].[NH2:8][C:9]([O:29][CH2:19][CH3:18])=[O:10] |f:3.4|. Procedure details: To a reaction vessel equipped with a stirrer, 109.8 gm of 2,4-tolylene diisocyanate, 1 gm of dibutyltindilaurate, and 0.3 gm of 2,6-di-t-butyl-4-methylphenol as a polymerization inhibitor were added. To this, 48.8 gm of 2-hydroxyethylacrylate was added while controlling the temperature to 20° C. or less. After the addition was completed the mixture was continuously stirred for an additional one hour at 10° to 20° C. Following this, 841.4 gm of polypropylene glycol of a number average molecular w... Starting materials: C1(=CC=CC=C1)P(C1=CC=CC=C1)C1=CC=CC=C1 (triphenylphosphine), N(=NC(=O)OCC)C(=O)OCC (diethyl azodicarboxylate), O[C@H](C(=O)OC(C)(C)C)C (tert-butyl(S)-2-hydroxypropanoate), NC1=NC=C(C=N1)C1=CC(=C(C=C1)O)F (4-(2-aminopyrimidin-5-yl)-2-fluorophenol). Solvent: O1CCCC1 (tetrahydrofuran). Run at time 8 hour. The product is NC1=NC=C(C=N1)C1=CC(=C(OC(C(=O)OC(C)(C)C)C)C=C1)F (tert-butyl 2-[4-(2-aminopyrimidin-5-yl)-2-fluorophenoxy]propionate). Isolated yield 72.0%. As a reaction SMILES: C1(P(C2C=CC=CC=2)C2C=CC=CC=2)C=CC=CC=1.N(C(OCC)=O)=NC(OCC)=O.[OH:32][C@@H:33]([CH3:41])[C:34]([O:36][C:37]([CH3:40])([CH3:39])[CH3:38])=[O:35].[NH2:42][C:43]1[N:48]=[CH:47][C:46]([C:49]2[CH:54]=[CH:53][C:52](O)=[C:51]([F:56])[CH:50]=2)=[CH:45][N:44]=1>O1CCCC1>[NH2:42][C:43]1[N:48]=[CH:47][C:46]([C:49]2[CH:54]=[CH:53][C:52]([O:32][CH:33]([CH3:41])[C:34]([O:36][C:37]([CH3:40])([CH3:39])[CH3:38])=[O:35])=[C:51]([F:56])[CH:50]=2)=[CH:45][N:44]=1. Procedure: To a solution of triphenylphosphine (0.315 g, 1.2 mmol) in tetrahydrofuran (THF, 5.0 mL) was added diethyl azodicarboxylate (0.19 mL, 1.2 mmol) and tert-butyl(S)-2-hydroxypropanoate (292 mg, 2 mmol) followed by 4-(2-aminopyrimidin-5-yl)-2-fluorophenol (0.20 g, 1.0 mmol) at RT (RT) under nitrogen. The mixture was stirred overnight at RT, evaporated and the residue was purified by chromatography on silica gel to afford the desired product (0.24 g, 72%). LCMS: (M+H)=334. 1. Reactants: CCN1CCN(c2nc(-c3ccc(C#N)cc3)cc3ccccc23)CC1, Cl, [Na+], [OH-], O=S(=O)(O)O. The product is CCN1CCN(c2nc(-c3ccc(C(N)=O)cc3)cc3ccccc23)CC1. RXN SMILES: [C:2](#[N:3])[c:4]1[cH:5][cH:6][c:7](-[c:10]2[n:11][c:12]([N:20]3[CH2:21][CH2:22][N:23]([CH2:26][CH3:27])[CH2:24][CH2:25]3)[c:13]3[cH:14][cH:15][cH:16][cH:17][c:18]3[cH:19]2)[cH:8][cH:9]1.[ClH:1].[Na+:29].[OH-:28].[S:30](=[O:31])(=[O:32])([OH:33])[OH:34]>>[C:2]([NH2:3])([c:4]1[cH:5][cH:6][c:7](-[c:10]2[n:11][c:12]([N:20]3[CH2:21][CH2:22][N:23]([CH2:26][CH3:27])[CH2:24][CH2:25]3)[c:13]3[cH:14][cH:15][cH:16][cH:17][c:18]3[cH:19]2)[cH:8][cH:9]1)=[O:28]. Reactants: [OH-].[Na+] (sodium hydroxide), ClC1=C(C(=CC=C1)Cl)C1=CC2=C(N=C(N=C2)NC2=CC=C(C=C2)CC(=O)OC)N(C1=O)C ({4-[6-(2,6-Dichlorophenyl)-8-methyl-7-oxo-7,8-dihydro-pyrido[2,3-d]pyrimidin-2-ylamino]phenyl}-acetic acid, methyl ester), C(C)(=O)O (acetic acid). Run in CO (methanol). The product is ClC1=C(C(=CC=C1)Cl)C1=CC2=C(N=C(N=C2)NC2=CC=C(C=C2)CC(=O)O)N(C1=O)C ({4-[6-(2,6-Dichlorophenyl)-8-methyl-7-oxo-7,8-dihydro-pyrido[2,3-d]pyrimidin-2-ylamino]phenyl}-acetic acid). As a reaction SMILES: [Cl:1][C:2]1[CH:7]=[CH:6][CH:5]=[C:4]([Cl:8])[C:3]=1[C:9]1[C:30](=[O:31])[N:29]([CH3:32])[C:12]2[N:13]=[C:14]([NH:17][C:18]3[CH:23]=[CH:22][C:21]([CH2:24][C:25]([O:27]C)=[O:26])=[CH:20][CH:19]=3)[N:15]=[CH:16][C:11]=2[CH:10]=1.[OH-].[Na+].C(O)(=O)C>CO>[Cl:8][C:4]1[CH:5]=[CH:6][CH:7]=[C:2]([Cl:1])[C:3]=1[C:9]1[C:30](=[O:31])[N:29]([CH3:32])[C:12]2[N:13]=[C:14]([NH:17][C:18]3[CH:23]=[CH:22][C:21]([CH2:24][C:25]([OH:27])=[O:26])=[CH:20][CH:19]=3)[N:15]=[CH:16][C:11]=2[CH:10]=1 |f:1.2|. Procedure: A quantity of 0.065 g (0.14 mmol) of {4-[6-(2,6-dichlorophenyl)-8-methyl-7-oxo-7,8-dihydro-pyrido[2,3-d]pyrimidin-2-ylamino]phenyl}-acetic acid, methyl ester of Example 84 was dissolved in 25 mL of hot methanol with stirring. At the boiling point, 1 mL of 2N sodium hydroxide was added. After 1 hour reflux, the solution was concentrated to 5 mL volume (solid was out of solution). Water (10 mL) was added to give a complete solution. Glacial acetic acid (0.25 mL) was added to precipitate the solid ... Reactants: O=C([O-])O, CCOC(CCNC(=O)C(NC(=O)OCc1ccccc1)C(O)C(C)C)OCC, Cl, [Na+], C1CCOC1. Yields the product CC(C)C(O)C(NC(=O)OCc1ccccc1)C(=O)NCCC=O. As a reaction SMILES: [C:31](=[O:32])([OH:33])[O-:34].[CH2:1]([c:2]1[cH:3][cH:4][cH:5][cH:6][cH:7]1)[O:8][C:9]([NH:10][CH:11]([CH:12]([CH:13]([CH3:14])[CH3:15])[OH:16])[C:17]([NH:18][CH2:19][CH2:20][CH:21]([O:22][CH2:26][CH3:27])[O:23][CH2:24][CH3:25])=[O:28])=[O:29].[ClH:30].[Na+:35].[O:36]1[CH2:37][CH2:38][CH2:39][CH2:40]1>>[CH2:1]([c:2]1[cH:3][cH:4][cH:5][cH:6][cH:7]1)[O:8][C:9]([NH:10][CH:11]([CH:12]([CH:13]([CH3:14])[CH3:15])[OH:16])[C:17]([NH:18][CH2:19][CH2:20][CH:21]=[O:22])=[O:28])=[O:29]. Starting materials: C(C(=O)Cl)(=O)Cl (Oxalyl chloride), ClC=1C=C2C(=C(NC2=CC1)C(=S)O)C1=CC=CC=C1 (5-chloro-3-phenylthioindole-2-carboxylic acid), CO (methanol). Solvent: C(Cl)(Cl)Cl (chloroform), C(Cl)(Cl)Cl (chloroform). The product is ClC=1C=C2C(=C(NC2=CC1)C(=S)OC)C1=CC=CC=C1 (Methyl 5-chloro-3-phenylthioindole-2-carboxylate). As a reaction SMILES: [C:1](Cl)(=O)C(Cl)=O.[Cl:7][C:8]1[CH:9]=[C:10]2[C:14](=[CH:15][CH:16]=1)[NH:13][C:12]([C:17]([OH:19])=[S:18])=[C:11]2[C:20]1[CH:25]=[CH:24][CH:23]=[CH:22][CH:21]=1.CO>C(Cl)(Cl)Cl>[Cl:7][C:8]1[CH:9]=[C:10]2[C:14](=[CH:15][CH:16]=1)[NH:13][C:12]([C:17]([O:19][CH3:1])=[S:18])=[C:11]2[C:20]1[CH:21]=[CH:22][CH:23]=[CH:24][CH:25]=1. Procedure details: Oxalyl chloride (0.70 mL, 9.6 mmol) was added to a solution of 5-chloro-3-phenylthioindole-2-carboxylic acid (0.97 g, 3.2 mmol) in chloroform (50 mL) under nitrogen. The reaction was refluxed for 3 h, cooled and reduced to dryness in vacuo. The resulting solid was dissolved in chloroform and added to methanol at 0° C. The methanol was removed in vacuo and the crude product chromatographed on silica gel with 20% ethyl acetate in hexane. The title compound was obtained as a solid, mp 193°-196° C. ... Starting materials: COc1ccc(Br)cc1C(=O)c1ccc(Nc2ccc(F)cc2F)nc1, COC(C)(C)C, CCCC[Sn](CCCC)(CCCC)c1ccccn1, Cl[Pd]Cl, Cc1ccccc1C, c1ccc(P(c2ccccc2)c2ccccc2)cc1, c1ccc(P(c2ccccc2)c2ccccc2)cc1. Yields the product COc1ccc(-c2ccccn2)cc1C(=O)c1ccc(Nc2ccc(F)cc2F)nc1. Reaction SMILES: [Br:1][c:2]1[cH:3][cH:4][c:5]([O:25][CH3:26])[c:6]([C:8](=[O:9])[c:10]2[cH:11][n:12][c:13]([NH:16][c:17]3[c:18]([F:24])[cH:19][c:20]([F:23])[cH:21][cH:22]3)[cH:14][cH:15]2)[cH:7]1.[C:54]([O:55][CH3:56])([CH3:57])([CH3:58])[CH3:59].[CH2:27]([Sn:28]([CH2:29][CH2:30][CH2:31][CH3:38])([c:32]1[n:33][cH:34][cH:35][cH:36][cH:37]1)[CH2:39][CH2:40][CH2:41][CH3:42])[CH2:43][CH2:44][CH3:45].[Pd:60]([Cl:61])[Cl:62].[c:46]1([CH3:47])[c:48]([CH3:49])[cH:50][cH:51][cH:52][cH:53]1.[c:63]1([P:64]([c:65]2[cH:66][cH:67][cH:68][cH:69][cH:70]2)[c:71]2[cH:72][cH:73][cH:74][cH:75][cH:76]2)[cH:77][cH:78][cH:79][cH:80][cH:81]1.[c:82]1([P:83]([c:84]2[cH:85][cH:86][cH:87][cH:88][cH:89]2)[c:90]2[cH:91][cH:92][cH:93][cH:94][cH:95]2)[cH:96][cH:97][cH:98][cH:99][cH:100]1>>[c:2]1(-[c:32]2[n:33][cH:34][cH:35][cH:36][cH:37]2)[cH:3][cH:4][c:5]([O:25][CH3:26])[c:6]([C:8](=[O:9])[c:10]2[cH:11][n:12][c:13]([NH:16][c:17]3[c:18]([F:24])[cH:19][c:20]([F:23])[cH:21][cH:22]3)[cH:14][cH:15]2)[cH:7]1. Reactants: CCOC(=O)C(C)P(=O)(OCC)OCC (Triethyl 2-phosphonopropionate), C(C)(C)[N-]C(C)C.[Li+] (lithium diisopropylamide), C(=O)C1=CC=C(CCC2=CC=CC=3N2C=NC3)C=C1 (5-(p-formylphenethyl)-imidazo[1,5-a]pyridine). Solvent: O1CCCC1 (tetrahydrofuran), O1CCCC1 (tetrahydrofuran). Run at time 1 hour. Product: C(C)OC(=O)C(=CC1=CC=C(CCC2=CC=CC=3N2C=NC3)C=C1)C (5-[p-(2-ethoxycarbonylprop-1-enyl)phenethyl]imidazo[1,5-a]pyridine). Reaction SMILES: [CH3:1][CH2:2][O:3][C:4]([CH:6](P(OCC)(OCC)=O)[CH3:7])=[O:5].C([N-]C(C)C)(C)C.[Li+].[CH:24]([C:26]1[CH:42]=[CH:41][C:29]([CH2:30][CH2:31][C:32]2[N:37]3[CH:38]=[N:39][CH:40]=[C:36]3[CH:35]=[CH:34][CH:33]=2)=[CH:28][CH:27]=1)=O>O1CCCC1>[CH2:2]([O:3][C:4]([C:6]([CH3:7])=[CH:24][C:26]1[CH:27]=[CH:28][C:29]([CH2:30][CH2:31][C:32]2[N:37]3[CH:38]=[N:39][CH:40]=[C:36]3[CH:35]=[CH:34][CH:33]=2)=[CH:41][CH:42]=1)=[O:5])[CH3:1] |f:1.2|. Procedure details: Triethyl 2-phosphonopropionate (0.61 g) is added to a solution of lithium diisopropylamide (from 0.32 g of diisopropylamine and 1.7 ml of 1.64M n-butyllithium) in 20 ml of dry tetrahydrofuran at 0° under nitrogen. After stirring at 0° for 15 minutes 5-(p-formylphenethyl)-imidazo[1,5-a]pyridine (0.55 g) is added in 5 ml of tetrahydrofuran and the reaction mixture is stirred for 1 hour at 0° and 1 hour at 25° before quenching with 25 ml of water. The layers are separated and the organic phase is d...